This data is from the Open Reaction Database (ORD), a public repository of structured organic reaction records. The task is: describe an organic reaction: reactants, conditions, products, and yield The reactants are COC(CCC(=O)C=1SC(=CC1)CC=1NC=CN1)=O (4-[5-(1-imidazolylmethyl)-thien-2-yl]-4-oxo-butyric acid methyl ester), [OH-].[Na+] (sodium hydroxide), CO (methanol). The solvent is O (water). Run at time 8 hour. Product: N1C(=NC=C1)CC1=CC=C(S1)C(CCC(=O)O)=O (4-[5-(1-Imidazolylmethyl)-thien-2-yl]-4-oxo-butyric acid). Reaction SMILES: C[O:2][C:3](=[O:19])[CH2:4][CH2:5][C:6]([C:8]1[S:9][C:10]([CH2:13][C:14]2[NH:15][CH:16]=[CH:17][N:18]=2)=[CH:11][CH:12]=1)=[O:7].[OH-].[Na+].CO>O>[NH:18]1[CH:17]=[CH:16][N:15]=[C:14]1[CH2:13][C:10]1[S:9][C:8]([C:6](=[O:7])[CH2:5][CH2:4][C:3]([OH:19])=[O:2])=[CH:12][CH:11]=1 |f:1.2|. Procedure details: A mixture of 4.17 g of 4-[5-(1-imidazolylmethyl)-thien-2-yl]-4-oxo-butyric acid methyl ester, 0.8 g of sodium hydroxide and 20 ml of methanol is stirred at room temperature for 8 hours. The solvent is then stripped off and the residue is taken up in water. The solution is extracted several times with chloroform, and the chloroform phase is discarded. The aqueous solution is brought to about pH 7 with dilute hydrochloric acid and is concentrated to dryness. The residue is purified by column chrom... The reactants are CCO, N#Cc1[se]c(-c2ccccc2)cc1N, [Na+], [OH-]. Yields the product NC(=O)c1[se]c(-c2ccccc2)cc1N. As a reaction SMILES: [CH3:15][CH2:16][OH:17].[NH2:1][c:2]1[c:3]([C:13]#[N:14])[se:4][c:5](-[c:7]2[cH:8][cH:9][cH:10][cH:11][cH:12]2)[cH:6]1.[Na+:19].[OH-:18]>>[NH2:1][c:2]1[c:3]([C:13]([NH2:14])=[O:17])[se:4][c:5](-[c:7]2[cH:8][cH:9][cH:10][cH:11][cH:12]2)[cH:6]1. The reactants are BrC1=NN=C2N1C1=C(C(=NC2)C2=NC=CC=C2)C=C(C(=C1)Br)Cl (1,9-dibromo-8-chloro-6-(2-pyridyl)-4H-s-triazolo[4,3-a][1,4]benzodiazepine), CN1CCNCC1 (1-methylpiperazine). Yields the product BrC1=CC2=C(C(=NCC=3N2C(=NN3)N3CCN(CC3)C)C3=NC=CC=C3)C=C1Cl (9-bromo-8-chloro-1-(4-methylpiperazino)-6-(2-pyridyl)-4H-s-triazolo[4,3-a][1,4]benzodiazepine). As a reaction SMILES: Br[C:2]1[N:6]2[C:7]3[CH:21]=[C:20]([Br:22])[C:19]([Cl:23])=[CH:18][C:8]=3[C:9]([C:12]3[CH:17]=[CH:16][CH:15]=[CH:14][N:13]=3)=[N:10][CH2:11][C:5]2=[N:4][N:3]=1.[CH3:24][N:25]1[CH2:30][CH2:29][NH:28][CH2:27][CH2:26]1>>[Br:22][C:20]1[C:19]([Cl:23])=[CH:18][C:8]2[C:9]([C:12]3[CH:17]=[CH:16][CH:15]=[CH:14][N:13]=3)=[N:10][CH2:11][C:5]3[N:6]([C:2]([N:28]4[CH2:29][CH2:30][N:25]([CH3:24])[CH2:26][CH2:27]4)=[N:3][N:4]=3)[C:7]=2[CH:21]=1. Procedure details: In the manner given in Example 1, 1,9-dibromo-8-chloro-6-(2-pyridyl)-4H-s-triazolo[4,3-a][1,4]benzodiazepine is heated with 1-methylpiperazine to give 9-bromo-8-chloro-1-(4-methylpiperazino)-6-(2-pyridyl)-4H-s-triazolo[4,3-a][1,4]benzodiazepine. Starting materials: NC(C(=O)OCC)CCC1=CC=CC=C1 (Ethyl 2-amino-4-phenylbutyrate), C(C)OC(=O)CN1C(C(CCC2=C1C=CC=C2)=O)=O (1-ethoxycarbonylmethyl-2,3,4,5-tetrahydro-1H-[1]benzazepine-2,3-dione). Product: C(C)OC(=O)CN1C(C(CCC2=C1C=CC=C2)NC(CCC2=CC=CC=C2)C(=O)OCC)=O (1-ethoxycarbonylmethyl-3-(1-ethoxycarbonyl-3-phenylpropylamino)-2,3,4,5-tetrahydro-1H-[1]benzazepine-2-one). Reaction SMILES: [NH2:1][CH:2]([CH2:8][CH2:9][C:10]1[CH:15]=[CH:14][CH:13]=[CH:12][CH:11]=1)[C:3]([O:5][CH2:6][CH3:7])=[O:4].[CH2:16]([O:18][C:19]([CH2:21][N:22]1[C:28]2[CH:29]=[CH:30][CH:31]=[CH:32][C:27]=2[CH2:26][CH2:25][C:24](=O)[C:23]1=[O:34])=[O:20])[CH3:17]>>[CH2:16]([O:18][C:19]([CH2:21][N:22]1[C:28]2[CH:29]=[CH:30][CH:31]=[CH:32][C:27]=2[CH2:26][CH2:25][CH:24]([NH:1][CH:2]([C:3]([O:5][CH2:6][CH3:7])=[O:4])[CH2:8][CH2:9][C:10]2[CH:11]=[CH:12][CH:13]=[CH:14][CH:15]=2)[C:23]1=[O:34])=[O:20])[CH3:17]. Procedure: Ethyl 2-amino-4-phenylbutyrate is treated under conditions of reductive alkylation as described in the previous examples with 1-ethoxycarbonylmethyl-2,3,4,5-tetrahydro-1H-[1]benzazepine-2,3-dione to give 1-ethoxycarbonylmethyl-3-(1-ethoxycarbonyl-3-phenylpropylamino)-2,3,4,5-tetrahydro-1H-[1]benzazepine-2-one of example 10. Yields the product ClC1=CC2=C(NC(=N2)C2(NCCN2)C(F)(F)F)C=C1Cl (5,6-Dichloro-2-(2-trifluoromethyl-imidazolidin-2-yl)-1H-benzimidazole). Procedure details: 1-(5,6-DiChloro-1H-benzoimidazol-2-yl)-2,2,2-trifluoro-ethanone (1.02 g; 3.61 mmol), ethylene diamine (0.74 mL; 11.04 mmol) and para-toluenesulphonic acid monohydrate (0.12 g; 0.603 mmol) were suspended in toluene (80 mL), then heated to reflux with a Dean-Stark trap for 3 hrs. After 3 hrs, ethylene diamine (0.74 mL; 11.04 mmol) was added to the reaction mixture and the reaction mixture was allowed to reflux with the Dean-Stark trap for 18 hrs. The reaction was cooled to room temperature and con... Starting materials: ClC1=CC2=C(NC(=N2)C(C(F)(F)F)=O)C=C1Cl (1-(5,6-DiChloro-1H-benzoimidazol-2-yl)-2,2,2-trifluoro-ethanone), C(CN)N (ethylene diamine), C(CN)N (ethylene diamine), O.C1(=CC=C(C=C1)S(=O)(=O)O)C (para-toluenesulphonic acid monohydrate). Reaction conditions: time 3 hour. The solvent is C1(=CC=CC=C1)C (toluene). Reaction SMILES: [Cl:1][C:2]1[C:16]([Cl:17])=[CH:15][C:5]2[NH:6][C:7]([C:9](=O)[C:10]([F:13])([F:12])[F:11])=[N:8][C:4]=2[CH:3]=1.[CH2:18]([NH2:21])[CH2:19][NH2:20].O.C1(C)C=CC(S(O)(=O)=O)=CC=1>C1(C)C=CC=CC=1>[Cl:1][C:2]1[C:16]([Cl:17])=[CH:15][C:5]2[NH:6][C:7]([C:9]3([C:10]([F:13])([F:12])[F:11])[NH:21][CH2:18][CH2:19][NH:20]3)=[N:8][C:4]=2[CH:3]=1 |f:2.3|. Reactants: C1(=CC=CC=C1)C=1C(=NC=2N(C1)N=CC2)C2=CC=C(C=O)C=C2 (4-(6-phenylpyrazolo[1,5-a]pyrimidin-5-yl)benzaldehyde), Cl.N1CCC(CC1)C1=NC=2C(=NC=CC2)N1 (2-piperidine-4-yl-3H-imidazo[4,5-b]pyridine hydrochloride salt). Solvent: CN(C)C=O (DMF). Run at time 8 hour. Product: C1(=CC=CC=C1)C=1C(=NC=2N(C1)N=CC2)C2=CC=C(CN1CCC(CC1)C1=NC=3C(=NC=CC3)N1)C=C2 (2-{1-[4-(6-phenyl-pyrazolo[1,5-a]pyrimidin-5-yl)-benzyl]-piperidin-4-yl}-3H-imidazo[4,5-b]pyridine). RXN SMILES: [C:1]1([C:7]2[C:8]([C:16]3[CH:23]=[CH:22][C:19]([CH:20]=O)=[CH:18][CH:17]=3)=[N:9][C:10]3[N:11]([N:13]=[CH:14][CH:15]=3)[CH:12]=2)[CH:6]=[CH:5][CH:4]=[CH:3][CH:2]=1.Cl.[NH:25]1[CH2:30][CH2:29][CH:28]([C:31]2[NH:39][C:34]3=[N:35][CH:36]=[CH:37][CH:38]=[C:33]3[N:32]=2)[CH2:27][CH2:26]1>CN(C=O)C>[C:1]1([C:7]2[C:8]([C:16]3[CH:23]=[CH:22][C:19]([CH2:20][N:25]4[CH2:26][CH2:27][CH:28]([C:31]5[NH:39][C:34]6=[N:35][CH:36]=[CH:37][CH:38]=[C:33]6[N:32]=5)[CH2:29][CH2:30]4)=[CH:18][CH:17]=3)=[N:9][C:10]3[N:11]([N:13]=[CH:14][CH:15]=3)[CH:12]=2)[CH:6]=[CH:5][CH:4]=[CH:3][CH:2]=1 |f:1.2|. Procedure: 251.4 mg (0.84 mmol) 4-(6-phenylpyrazolo[1,5-a]pyrimidin-5-yl)benzaldehyde, a suspension in 10 mL DMF and 238 mg (1 mmol) 2-piperidine-4-yl-3H-imidazo[4,5-b]pyridine hydrochloride salt were stirred and treated as described in example 15.0. After stirring overnight at room temperature, the reaction mixture was worked up as described in example 15. After purification 90 mg of the desired product were obtained. Reactants: CO, CCOC(=O)C(=O)c1cn(CC)c2cc(-c3ccc(C(F)(F)F)cc3)ccc12, [Na+], [OH-]. Product: CCn1cc(C(=O)C(=O)O)c2ccc(-c3ccc(C(F)(F)F)cc3)cc21. Reaction SMILES: [CH3:31][OH:32].[F:1][C:2]([c:3]1[cH:4][cH:5][c:6](-[c:9]2[cH:10][cH:11][c:12]3[c:13]([C:20]([C:21](=[O:22])[O:23][CH2:24][CH3:25])=[O:26])[cH:14][n:15]([CH2:18][CH3:19])[c:16]3[cH:17]2)[cH:7][cH:8]1)([F:27])[F:28].[Na+:30].[OH-:29]>>[F:1][C:2]([c:3]1[cH:4][cH:5][c:6](-[c:9]2[cH:10][cH:11][c:12]3[c:13]([C:20]([C:21](=[O:22])[OH:23])=[O:26])[cH:14][n:15]([CH2:18][CH3:19])[c:16]3[cH:17]2)[cH:7][cH:8]1)([F:27])[F:28]. The reactants are O1C(OCC1)CCC1=CC(CCC1)=O (3-(2-(1,3-dioxolan-2-yl)ethyl)cyclohex-2-en-1-one), Cl(=O)(=O)(=O)O (perchloric acid), C([O-])(O)=O.[Na+] (sodium bicarbonate). Run in CC(=O)C (acetone). Yields the product O=C1C=C(CCC1)CCC=O (3-Oxo-1-cyclohexene propanal). RXN SMILES: [O:1]1CCO[CH:2]1[CH2:6][CH2:7][C:8]1[CH2:13][CH2:12][CH2:11][C:10](=[O:14])[CH:9]=1.Cl(O)(=O)(=O)=O.C(=O)(O)[O-].[Na+]>CC(C)=O>[O:14]=[C:10]1[CH2:11][CH2:12][CH2:13][C:8]([CH2:7][CH2:6][CH:2]=[O:1])=[CH:9]1 |f:2.3|. Procedure: A solution of 3-(2-(1,3-dioxolan-2-yl)ethyl)cyclohex-2-en-1-one (3.00 g), acetone (60.0 ml) and perchloric acid (3N, 10.0 ml) is stirred for 4 hr at 20°-25°. Aqueous saturated sodium bicarbonate (150 ml) is added and the mixture concentrated. Aqueous workup provides the title compound, IR (neat) 2950, 1720, 1666, 1257, 1194, 969, 732 cm-1.